From a dataset of the Open Reaction Database (ORD), a public repository of structured organic reaction records. describe an organic reaction: reactants, conditions, products, and yield The product is COC(=O)CCc1cccc(CC(CCCc2ccccc2)C(O)c2cc(OC)c(C)c(OC)c2)c1. Reactants: COC(=O)CCc1cccc(CC(CCCc2ccccc2)C(O[Si](C)(C)C(C)(C)C)c2cc(OC)c(C)c(OC)c2)c1, CCCC[N+](CCCC)(CCCC)CCCC, [Cl-], [F-], [NH4+], C1CCOC1. Reaction SMILES: [CH3:1][O:2][C:3]([CH2:4][CH2:5][c:6]1[cH:7][c:8]([CH2:12][CH:13]([CH2:14][CH2:15][CH2:16][c:17]2[cH:18][cH:19][cH:20][cH:21][cH:22]2)[CH:23]([c:24]2[cH:25][c:26]([O:33][CH3:34])[c:27]([CH3:32])[c:28]([O:30][CH3:31])[cH:29]2)[O:35][Si:36]([C:37]([CH3:38])([CH3:39])[CH3:40])([CH3:41])[CH3:42])[cH:9][cH:10][cH:11]1)=[O:43].[CH3:45][CH2:46][CH2:47][CH2:48][N+:49]([CH2:50][CH2:51][CH2:52][CH3:53])([CH2:54][CH2:55][CH2:56][CH3:57])[CH2:58][CH2:59][CH2:60][CH3:61].[Cl-:62].[F-:44].[NH4+:63].[O:64]1[CH2:65][CH2:66][CH2:67][CH2:68]1>>[CH3:1][O:2][C:3]([CH2:4][CH2:5][c:6]1[cH:7][c:8]([CH2:12][CH:13]([CH2:14][CH2:15][CH2:16][c:17]2[cH:18][cH:19][cH:20][cH:21][cH:22]2)[CH:23]([c:24]2[cH:25][c:26]([O:33][CH3:34])[c:27]([CH3:32])[c:28]([O:30][CH3:31])[cH:29]2)[OH:35])[cH:9][cH:10][cH:11]1)=[O:43]. The solvent is P(=O)([O-])([O-])[O-] (phosphate), C(CC)O (1-propanol). The product is O=C[C@H](O)[C@@H](O)[C@@H](O)[C@H](O)CO (galactose). Procedure: Periodate oxidations. The polysaccharide (0.3 mM galactose equivalents) was dissolved in phosphate buffer (20 ml) as before and 1-propanol (1 ml) was added followed by aqueous solutions (2 ml) of sodium metaperiodate (0.23 mM/mol hexose unit for guaran and 0.17 mM/mol hexose unit for locust bean gum). The oxidation was conducted at 5° C. in the dark for 15 hr after which it was stopped by addition of ethylene glycol (1 ml). When the oxidation was carried out in smaller solution volumes (~8 ml) t... Reaction SMILES: I([O-])(=O)(=O)=O.I([O-])(=O)(=O)=O.[Na+].[CH2:12]([OH:15])[CH2:13][OH:14]>P([O-])([O-])([O-])=O.C(O)CC>[O:14]=[CH:13][C@@H:12]([C@H:13]([C@H:12]([C@@H:13]([CH2:12][OH:15])[OH:14])[OH:15])[OH:14])[OH:15] |f:1.2|. The reactants are polysaccharide, I(=O)(=O)(=O)[O-] (Periodate), C(CO)O (ethylene glycol), I(=O)(=O)(=O)[O-].[Na+] (sodium metaperiodate).